The task is: describe an organic reaction: reactants, conditions, products, and yield. This data is from the Open Reaction Database (ORD), a public repository of structured organic reaction records. Starting materials: F[C@@]12[C@]3(C=CC(C=C3CC[C@H]1[C@@H]1C[C@@H]([C@](C(CS)=O)([C@]1(CC2O)C)OC(CC)=O)C)=O)C (9-fluoro-11 hydroxy-16β-methyl-17-(1-oxopropyloxy)-pregna-1,4-diene-3,20-dione-21-thiol), C(=O)N[C@@H](CCSC)C(=O)O (N-formyl-L-methionine). The product is F[C@@]12[C@]3(C=CC(C=C3CC[C@H]1[C@@H]1C[C@@H]([C@](C(CSC(C(CCSC)NC=O)=O)=O)([C@]1(C[C@@H]2O)C)OC(CC)=O)C)=O)C (9-Fluoro-21-[2-(formylamino)-4-methylthio-1-oxobutylthio]-11β-hydroxy-16β-methyl-17-(1-oxopropyloxy)-pregna-1,4-diene-3,20-dione). Yield: 43.8%. Reaction SMILES: [F:1][C@:2]12[CH:22]([OH:23])[CH2:21][C@@:20]3([CH3:24])[C@@H:12]([CH2:13][C@H:14]([CH3:30])[C@:15]3([O:25][C:26](=[O:29])[CH2:27][CH3:28])[C:16](=[O:19])[CH2:17][SH:18])[C@@H:11]1[CH2:10][CH2:9][C:8]1[C@:3]2([CH3:32])[CH:4]=[CH:5][C:6](=[O:31])[CH:7]=1.[CH:33]([NH:35][C@H:36]([C:41](O)=[O:42])[CH2:37][CH2:38][S:39][CH3:40])=[O:34]>>[F:1][C@:2]12[C@@H:22]([OH:23])[CH2:21][C@@:20]3([CH3:24])[C@@H:12]([CH2:13][C@H:14]([CH3:30])[C@:15]3([O:25][C:26](=[O:29])[CH2:27][CH3:28])[C:16](=[O:19])[CH2:17][S:18][C:41](=[O:42])[CH:36]([NH:35][CH:33]=[O:34])[CH2:37][CH2:38][S:39][CH3:40])[C@@H:11]1[CH2:10][CH2:9][C:8]1[C@:3]2([CH3:32])[CH:4]=[CH:5][C:6](=[O:31])[CH:7]=1. Reported procedure: The title compound (0.47 gm) was prepared from 9-fluoro-11 hydroxy-16β-methyl-17-(1-oxopropyloxy)-pregna-1,4-diene-3,20-dione-21-thiol (0.80 gm) and N-formyl-L-methionine (0.99 gm) in the same manner as in Synthetic Example 1. The reactants are O=C([O-])O, CC(C)(C)S(N)=O, CC[O-], CC[O-], CC[O-], CC[O-], CC#N, [Mg+2], [Na+], O=S(=O)([O-])[O-], C1CCOC1, O=C1CCC2(CC1)OCCO2, [Ti+4]. The product is CC(C)(C)S(=O)N=C1CCC2(CC1)OCCO2. As a reaction SMILES: [C:19](=[O:20])([OH:21])[O-:22].[CH3:1][C:2]([CH3:3])([CH3:4])[S:5](=[O:6])[NH2:7].[CH3:35][CH2:36][O-:37].[CH3:39][CH2:40][O-:41].[CH3:42][CH2:43][O-:44].[CH3:45][CH2:46][O-:47].[CH3:48][C:49]#[N:50].[Mg+2:24].[Na+:23].[O-:25][S:26](=[O:27])(=[O:28])[O-:29].[O:30]1[CH2:31][CH2:32][CH2:33][CH2:34]1.[O:8]1[CH2:9][CH2:10][O:11][C:12]12[CH2:13][CH2:14][C:15](=[O:18])[CH2:16][CH2:17]2.[Ti+4:38]>>[CH3:1][C:2]([CH3:3])([CH3:4])[S:5](=[O:6])[N:7]=[C:15]1[CH2:14][CH2:13][C:12]2([O:8][CH2:9][CH2:10][O:11]2)[CH2:17][CH2:16]1. Reactants: C(C1=CC=CC=C1)OC1=CC(=C(C(=O)OC)C=C1)O (methyl 4-benzyloxy-2-hydroxybenzoate), C(=O)(OC(C)(C)C)N1CCC(CC1)O (1-Boc-4-hydroxypiperidine). Product: C(C1=CC=CC=C1)OC1=CC(=C(C(=O)OC)C=C1)OC1CCN(CC1)C(=O)OC(C)(C)C (Methyl 4-benzyloxy-2-(1-tert-butoxycarbonylpiperidin-4-yloxy)benzoate), white solid. RXN SMILES: [CH2:1]([O:8][C:9]1[CH:18]=[CH:17][C:12]([C:13]([O:15][CH3:16])=[O:14])=[C:11]([OH:19])[CH:10]=1)[C:2]1[CH:7]=[CH:6][CH:5]=[CH:4][CH:3]=1.[C:20]([N:27]1[CH2:32][CH2:31][CH:30](O)[CH2:29][CH2:28]1)([O:22][C:23]([CH3:26])([CH3:25])[CH3:24])=[O:21]>>[CH2:1]([O:8][C:9]1[CH:18]=[CH:17][C:12]([C:13]([O:15][CH3:16])=[O:14])=[C:11]([O:19][CH:30]2[CH2:31][CH2:32][N:27]([C:20]([O:22][C:23]([CH3:26])([CH3:25])[CH3:24])=[O:21])[CH2:28][CH2:29]2)[CH:10]=1)[C:2]1[CH:3]=[CH:4][CH:5]=[CH:6][CH:7]=1. Reported procedure: Methyl 4-benzyloxy-2-(1-tert-butoxycarbonylpiperidin-4-yloxy)benzoate was prepared from methyl 4-benzyloxy-2-hydroxybenzoate and 1-Boc-4-hydroxypiperidine using a procedure similar to that described in Example 21-C. The crude material, in dichloromethane, was filtered and purified by chromatography over silica gel using a preparative high pressure chromatography apparatus, eluting with a gradient of 9:1 to 4:1 to 3:1 hexane:ethyl acetate to give 12.8 g of a white solid. The reactants are BrC=1C=C2N=CC(=NC2=CC1)N(C)CC1=CC=C(C=C1)F ((6-Bromo-quinoxalin-2-yl)-(4-fluoro-benzyl)-methyl-amine), C(=O)(OC(C)(C)C)N1N=CC(=C1)B1OC(C)(C)C(C)(C)O1 (1-Boc-4-pyrazole boronic acid pinacol ester), C([O-])([O-])=O.[Cs+].[Cs+] (caesium carbonate), [I-].[K+] (potassium iodide). Reagents/catalysts: CC(C)([P](C(C)(C)C)([Pd][P](C(C)(C)C)(C(C)(C)C)C(C)(C)C)C(C)(C)C)C (Bis(tri-tert-butylphosphine)palladium(0)). Solvent: O1CCOCC1 (1,4-dioxane), C(C)(=O)OCC (ethyl acetate). Conditions: temperature 110 celsius. The product is FC1=CC=C(CN(C2=NC3=CC=C(C=C3N=C2)C=2C=NNC2)C)C=C1 ((4-Fluoro-benzyl)-methyl-[6-(1H-pyrazol-4-yl)-quinoxalin-2-yl]-amine). As a reaction SMILES: Br[C:2]1[CH:3]=[C:4]2[C:9](=[CH:10][CH:11]=1)[N:8]=[C:7]([N:12]([CH2:14][C:15]1[CH:20]=[CH:19][C:18]([F:21])=[CH:17][CH:16]=1)[CH3:13])[CH:6]=[N:5]2.C([N:29]1[CH:33]=[C:32](B2OC(C)(C)C(C)(C)O2)[CH:31]=[N:30]1)(OC(C)(C)C)=O.C(=O)([O-])[O-].[Cs+].[Cs+].[I-].[K+]>O1CCOCC1.C(OCC)(=O)C.CC(C)([P](C(C)(C)C)([Pd][P](C(C)(C)C)(C(C)(C)C)C(C)(C)C)C(C)(C)C)C>[F:21][C:18]1[CH:19]=[CH:20][C:15]([CH2:14][N:12]([CH3:13])[C:7]2[CH:6]=[N:5][C:4]3[C:9](=[CH:10][CH:11]=[C:2]([C:32]4[CH:33]=[N:29][NH:30][CH:31]=4)[CH:3]=3)[N:8]=2)=[CH:16][CH:17]=1 |f:2.3.4,5.6,^1:65,71|. Procedure: (6-Bromo-quinoxalin-2-yl)-(4-fluoro-benzyl)-methyl-amine (0.4 g, 1.1 mmol), 1-Boc-4-pyrazole boronic acid pinacol ester (0.4 g, 1.3 mmol), caesium carbonate (1.5 g, 4.6 mmol) and potassium iodide (0.018 g, 0.1 mmol) were dissolved in 1,4-dioxane (20 mL) at room temperature. The reaction mixture was degassed at RT under vacuum and placed under an atmosphere of nitrogen. The process was repeated twice and slowly Bis(tri-tert-butylphosphine)palladium(0) (0.059 g 0.1 mmol) was added at room temperat...